This data is from the Open Reaction Database (ORD), a public repository of structured organic reaction records. The task is: describe an organic reaction: reactants, conditions, products, and yield Reactants: ClC1=CC=C(C=C1)C=1C=C(C=NC1OCC(F)(F)F)N (5-(4-chloro-phenyl)-6-(2,2, 2-trifluoro-ethoxy)-pyridin-3-ylamine), CC1=NOC(=C1C(=O)O)C (3,5-dimethyl-4-isoxazolecarboxylic acid). Yields the product ClC1=CC=C(C=C1)C=1C=C(C=NC1OCC(F)(F)F)NC(=O)C=1C(=NOC1C)C (3,5-dimethyl-4-isoxazolecarboxylic acid[5-(4-chloro-phenyl)-6-(2,2,2-trifluoro-ethoxy)-pyridin-3-yl]-amide). As a reaction SMILES: [Cl:1][C:2]1[CH:7]=[CH:6][C:5]([C:8]2[CH:9]=[C:10]([NH2:20])[CH:11]=[N:12][C:13]=2[O:14][CH2:15][C:16]([F:19])([F:18])[F:17])=[CH:4][CH:3]=1.[CH3:21][C:22]1[C:26]([C:27](O)=[O:28])=[C:25]([CH3:30])[O:24][N:23]=1>>[Cl:1][C:2]1[CH:3]=[CH:4][C:5]([C:8]2[CH:9]=[C:10]([NH:20][C:27]([C:26]3[C:22]([CH3:21])=[N:23][O:24][C:25]=3[CH3:30])=[O:28])[CH:11]=[N:12][C:13]=2[O:14][CH2:15][C:16]([F:17])([F:18])[F:19])=[CH:6][CH:7]=1. Reported procedure: The title compound was synthesized in analogy to Example 1, using 5-(4-chloro-phenyl)-6-(2,2, 2-trifluoro-ethoxy)-pyridin-3-ylamine and 3,5-dimethyl-4-isoxazolecarboxylic acid, as starting materials, MS (LC/MS): 426.2 (M+H). The reactants are CCOc1nc(F)c2ncccc2c1Br, SCc1ccccc1Cl, [K+], [K+], O=C([O-])[O-], CN(C)C=O, O. Product: CCOc1nc(SCc2ccccc2Cl)c2ncccc2c1Br. As a reaction SMILES: [Br:1][c:2]1[c:3]2[cH:4][cH:5][cH:6][n:7][c:8]2[c:9]([F:15])[n:10][c:11]1[O:12][CH2:13][CH3:14].[Cl:27][c:28]1[c:29]([CH2:34][SH:35])[cH:30][cH:31][cH:32][cH:33]1.[K+:16].[K+:17].[O-:18][C:19]([O-:20])=[O:21].[O:22]=[CH:23][N:24]([CH3:25])[CH3:26].[OH2:36]>>[Br:1][c:2]1[c:3]2[cH:4][cH:5][cH:6][n:7][c:8]2[c:9]([S:35][CH2:34][c:29]2[c:28]([Cl:27])[cH:33][cH:32][cH:31][cH:30]2)[n:10][c:11]1[O:12][CH2:13][CH3:14]. Starting materials: C(C)OC(CNC(=O)NC1=NC=CC(=C1)CN1C(OC(C2=C1C=CC=C2)=O)=O)=O ({3-[4-(2,4-Dioxo-4H-benzo[d][1,3]oxazin-1-ylmethyl)-pyridin-2-yl]-ureido}-acetic acid ethyl ester), Cl.C(#N)C1=CC=C(CON)C=C1 (O-(4-cyanobenzyl)hydroxylamine hydrochloride). Yields the product C(C)OC(CNC(=O)NC1=NC=CC(=C1)CNC1=C(C=CC=C1)C(NOCC1=CC=C(C=C1)C#N)=O)=O ([3-(4-{[2-(4-Cyano-benzyloxycarbamoyl)-phenylamino]-methyl}-pyridin-2-yl)-ureido]-acetic acid ethyl ester). Reaction SMILES: [CH2:1]([O:3][C:4](=[O:29])[CH2:5][NH:6][C:7]([NH:9][C:10]1[CH:15]=[C:14]([CH2:16][N:17]2[C:22]3[CH:23]=[CH:24][CH:25]=[CH:26][C:21]=3[C:20](=[O:27])OC2=O)[CH:13]=[CH:12][N:11]=1)=[O:8])[CH3:2].Cl.[C:31]([C:33]1[CH:41]=[CH:40][C:36]([CH2:37][O:38][NH2:39])=[CH:35][CH:34]=1)#[N:32]>>[CH2:1]([O:3][C:4](=[O:29])[CH2:5][NH:6][C:7]([NH:9][C:10]1[CH:15]=[C:14]([CH2:16][NH:17][C:22]2[CH:23]=[CH:24][CH:25]=[CH:26][C:21]=2[C:20](=[O:27])[NH:39][O:38][CH2:37][C:36]2[CH:40]=[CH:41][C:33]([C:31]#[N:32])=[CH:34][CH:35]=2)[CH:13]=[CH:12][N:11]=1)=[O:8])[CH3:2] |f:1.2|. Procedure: To a stirred solution of 1-(2-amino-pyridin-4-ylmethyl)-1H-benzo[d][1,3]oxazine-2,4-dione (600 mg, see preparation 7b) in pyridine (7 ml) was added isocyanato-acetic acid ethyl ester (0.4 ml). The reaction mixture was stirred at room temperature for 3 hours, and the solvent was evaporated under reduced pressure. The residue was dissolved in EtOAc and washed with water and brine. The organic layer was dried (MgSO4) and evaporated under reduced pressure. The resulting oil was treated with EtOAc (3... The reactants are CC(=O)[O-], CC(=O)[O-], CC(C)CN1CCN2CCN(CC(C)C)P1N(CC(C)C)CC2, Cc1nc(S(C)(=O)=O)ccc1N, CC(C)(C)[O-], COc1c(Cl)ncnc1OC1CCN(c2nc(C(C)C)no2)CC1, [Na+], C1COCCO1, [Pd+2]. The product is Cl, COc1c(Nc2ccc(S(C)(=O)=O)nc2C)ncnc1OC1CCN(c2nc(C(C)C)no2)CC1. As a reaction SMILES: [C:72]([O-:73])(=[O:74])[CH3:75].[C:77]([O-:78])(=[O:79])[CH3:80].[CH2:37]([N:38]1[CH2:39][CH2:40][N:41]2[CH2:42][CH2:43][N:44]([CH2:45][CH:46]([CH3:47])[CH3:48])[P:49]1[N:50]([CH2:51][CH:52]([CH3:53])[CH3:54])[CH2:55][CH2:56]2)[CH:57]([CH3:58])[CH3:59].[CH3:25][S:26](=[O:27])(=[O:28])[c:29]1[cH:30][cH:31][c:32]([NH2:36])[c:33]([CH3:35])[n:34]1.[CH3:60][C:61]([CH3:62])([O-:63])[CH3:64].[Cl:1][c:2]1[n:3][cH:4][n:5][c:6]([O:10][CH:11]2[CH2:12][CH2:13][N:14]([c:17]3[n:18][c:19]([CH:22]([CH3:23])[CH3:24])[n:20][o:21]3)[CH2:15][CH2:16]2)[c:7]1[O:8][CH3:9].[Na+:65].[O:66]1[CH2:67][CH2:68][O:69][CH2:70][CH2:71]1.[Pd+2:76]>>[ClH:1].[c:2]1([NH:36][c:32]2[cH:31][cH:30][c:29]([S:26]([CH3:25])(=[O:27])=[O:28])[n:34][c:33]2[CH3:35])[n:3][cH:4][n:5][c:6]([O:10][CH:11]2[CH2:12][CH2:13][N:14]([c:17]3[n:18][c:19]([CH:22]([CH3:23])[CH3:24])[n:20][o:21]3)[CH2:15][CH2:16]2)[c:7]1[O:8][CH3:9]. The reactants are CC=1NC2=CC=CC=C2C1C=O (2-methylindole-3-carboxaldehyde), CCCCCC (hexane), NC1=CC=CC=C1 (aniline). The solvent is C1(=CC=CC=C1)C (toluene). Reaction conditions: temperature 70 celsius, time 3.5 hour. Yields the product CC=1NC2=CC=CC=C2C1C=N (2-methylindole-3-carboxaldehyde imine). Isolated yield 110.6%. RXN SMILES: [CH3:1][C:2]1[NH:3][C:4]2[C:9]([C:10]=1[CH:11]=O)=[CH:8][CH:7]=[CH:6][CH:5]=2.CCCCCC.[NH2:19]C1C=CC=CC=1>C1(C)C=CC=CC=1>[CH3:1][C:2]1[NH:3][C:4]2[C:9]([C:10]=1[CH:11]=[NH:19])=[CH:8][CH:7]=[CH:6][CH:5]=2. Reported procedure: 2-methylindole-3-carboxaldehyde (10 g, 0.06 mol) was mixed with hexane (40 ml), to which aniline (9.6 ml, 0.11 mol) was added and stirred at 70° C. for 3.5 hours under reflux. Then, toluene (20 ml) was added and dissolved. The mixture was then submitted to silica gel column chromatography. The column was eluted by a developing solvent of hexane/ethyl acetate=3/1 and a fraction containing the desired product was concentrated by distilling off the solvent, to obtain 10.5 g (yield: 75%) of 2-methyl... Reactants: CCO, NN, O=C1c2ccccc2C(=O)N1n1cccc1-c1ccccc1. The product is Nn1cccc1-c1ccccc1. As a reaction SMILES: [CH3:25][CH2:26][OH:27].[NH2:23][NH2:24].[c:1]1(-[c:7]2[n:8]([N:12]3[C:13](=[O:14])[c:15]4[c:16]([cH:17][cH:18][cH:19][cH:20]4)[C:21]3=[O:22])[cH:9][cH:10][cH:11]2)[cH:2][cH:3][cH:4][cH:5][cH:6]1>>[c:1]1(-[c:7]2[n:8]([NH2:12])[cH:9][cH:10][cH:11]2)[cH:2][cH:3][cH:4][cH:5][cH:6]1.